From a dataset of the Open Reaction Database (ORD), a public repository of structured organic reaction records. describe an organic reaction: reactants, conditions, products, and yield Reactants: CCC(=O)c1cn(C)cc(-c2cccc(C(F)(F)F)c2)c1=O, CC(C)OC(C)C, ClC(Cl)Cl, O=C1CCC(=O)N1Cl. Product: CC(Cl)C(=O)c1cn(C)cc(-c2cccc(C(F)(F)F)c2)c1=O. Reaction SMILES: [CH3:1][n:2]1[cH:3][c:4]([C:19]([CH2:20][CH3:21])=[O:22])[c:5](=[O:18])[c:6](-[c:8]2[cH:9][c:10]([C:14]([F:15])([F:16])[F:17])[cH:11][cH:12][cH:13]2)[cH:7]1.[CH:31]([O:32][CH:33]([CH3:34])[CH3:35])([CH3:36])[CH3:37].[CH:38]([Cl:39])([Cl:40])[Cl:41].[Cl:23][N:24]1[C:25](=[O:26])[CH2:27][CH2:28][C:29]1=[O:30]>>[CH3:1][n:2]1[cH:3][c:4]([C:19]([CH:20]([CH3:21])[Cl:23])=[O:22])[c:5](=[O:18])[c:6](-[c:8]2[cH:9][c:10]([C:14]([F:15])([F:16])[F:17])[cH:11][cH:12][cH:13]2)[cH:7]1. Reactants: CCOCC, CS(=O)(=O)NC(=O)c1cccc([N+](=O)[O-])c1, CCO, O. Yields the product CS(=O)(=O)NC(=O)c1cccc(N)c1. Reaction SMILES: [CH3:17][CH2:18][O:19][CH2:20][CH3:21].[CH3:1][S:2](=[O:3])(=[O:4])[NH:5][C:6](=[O:7])[c:8]1[cH:9][c:10]([N+:14]([O-:15])=[O:16])[cH:11][cH:12][cH:13]1.[CH3:23][CH2:24][OH:25].[OH2:22]>>[CH3:1][S:2](=[O:3])(=[O:4])[NH:5][C:6](=[O:7])[c:8]1[cH:9][c:10]([NH2:14])[cH:11][cH:12][cH:13]1. Starting materials: [Si](C)(C)(C(C)(C)C)O[C@H]1C[C@@H](CC2=CC=C3[C@@H]4CC=C(C(C)(C)O)[C@]4(CC[C@@H]3[C@@]12C)C)O[Si](C)(C)C(C)(C)C (1α,3β-Bis(tert-butyldimethylsilyloxy)-20-hydroxy-20-methylpregna-5,7,16-triene), CN(C(C=C)=O)C (N,N-dimethylacrylamide), [H-].[Na+] (sodium hydride). Run in O1CCCC1 (tetrahydrofuran). Product: [Si](C)(C)(C(C)(C)C)O[C@H]1C[C@@H](CC2=CC=C3[C@@H]4CC=C(C(C)(C)OCCC(=O)N(C)C)[C@]4(CC[C@@H]3[C@@]12C)C)O[Si](C)(C)C(C)(C)C (1α,3β-bis(tert-butyldimethylsilyloxy)-20-(N,N-dimethylaminocarbonylethoxy)-20-methylpregna-5,7,16-triene). The yield is 47.1%. RXN SMILES: [Si:1]([O:8][C@@H:9]1[C@@:29]2([CH3:30])[C:13](=[CH:14][CH:15]=[C:16]3[C@@H:28]2[CH2:27][CH2:26][C@@:25]2([CH3:31])[C@H:17]3[CH2:18][CH:19]=[C:20]2[C:21]([OH:24])([CH3:23])[CH3:22])[CH2:12][C@@H:11]([O:32][Si:33]([C:36]([CH3:39])([CH3:38])[CH3:37])([CH3:35])[CH3:34])[CH2:10]1)([C:4]([CH3:7])([CH3:6])[CH3:5])([CH3:3])[CH3:2].[CH3:40][N:41]([CH3:46])[C:42](=[O:45])[CH:43]=[CH2:44].[H-].[Na+]>O1CCCC1>[Si:1]([O:8][C@@H:9]1[C@@:29]2([CH3:30])[C:13](=[CH:14][CH:15]=[C:16]3[C@@H:28]2[CH2:27][CH2:26][C@@:25]2([CH3:31])[C@H:17]3[CH2:18][CH:19]=[C:20]2[C:21]([O:24][CH2:44][CH2:43][C:42]([N:41]([CH3:46])[CH3:40])=[O:45])([CH3:23])[CH3:22])[CH2:12][C@@H:11]([O:32][Si:33]([C:36]([CH3:39])([CH3:38])[CH3:37])([CH3:34])[CH3:35])[CH2:10]1)([C:4]([CH3:7])([CH3:6])[CH3:5])([CH3:3])[CH3:2] |f:2.3|. Procedure details: 1α,3β-Bis(tert-butyldimethylsilyloxy)-20-hydroxy-20-methylpregna-5,7,16-triene (200 mg, 0.36 mmol), N,N-dimethylacrylamide (107 mg, 1.08 mmol), sodium hydride (60% in oil, 23 mg, 0.56 mmol) and tetrahydrofuran (4 ml) were subjected to reaction using a procedure similar to that of Example 25(1) (17 hours at room temperature), worked up and purified by preparative thin layer chromatography (4 sheets (each 1.0 mm thickness), ethyl acetate) to give the titled compound (114 mg, 47.1%) as white powder... Reactants: OC1=C(OC2=CC(=CC=C2C1=O)I)C1=CC(=C(C(=C1)OC)OC)OC (3-hydroxy-7-iodo-2-(3,4,5-trimethoxyphenyl)-chromen-4-one), C([O-])([O-])=O.[K+].[K+] (potassium carbonate), [I-].[K+] (potassium iodide), C(C1=CC=CC=C1)Cl (benzyl chloride). The solvent is CC(=O)C (acetone). Product: C(C1=CC=CC=C1)OC1=C(OC2=CC(=CC=C2C1=O)I)C1=CC(=C(C(=C1)OC)OC)OC (3-Benzyloxy-7-iodo-2-(3,4,5-trimethoxy-phenyl)chromen-4-one). Isolated yield 82.7%. As a reaction SMILES: [OH:1][C:2]1[C:11](=[O:12])[C:10]2[C:5](=[CH:6][C:7]([I:13])=[CH:8][CH:9]=2)[O:4][C:3]=1[C:14]1[CH:19]=[C:18]([O:20][CH3:21])[C:17]([O:22][CH3:23])=[C:16]([O:24][CH3:25])[CH:15]=1.C(=O)([O-])[O-].[K+].[K+].[I-].[K+].[CH2:34](Cl)[C:35]1[CH:40]=[CH:39][CH:38]=[CH:37][CH:36]=1>CC(C)=O>[CH2:34]([O:1][C:2]1[C:11](=[O:12])[C:10]2[C:5](=[CH:6][C:7]([I:13])=[CH:8][CH:9]=2)[O:4][C:3]=1[C:14]1[CH:15]=[C:16]([O:24][CH3:25])[C:17]([O:22][CH3:23])=[C:18]([O:20][CH3:21])[CH:19]=1)[C:35]1[CH:40]=[CH:39][CH:38]=[CH:37][CH:36]=1 |f:1.2.3,4.5|. Reported procedure: A stirring suspension of 3-hydroxy-7-iodo-2-(3,4,5-trimethoxyphenyl)-chromen-4-one (0.257 g, 0.6mmol), potassium carbonate (1.48 g, 11 mmol, 19 equ), potassium iodide (0.06 g, 0.3 mmol, 0.6 equ) and benzyl chloride (0.16 ml, 1.3 mmol, 2.3 equ) in acetone (12 ml) under nitrogen was heated to reflux for one hour. The reaction was filtered and the filtrate concentrated in vacuo to give an orange solid. This solid was recrystallised from isopropanol to give 34 (0.270 g, 88%) as a white solid. The reactants are CCCCn1c(S)nnc1CO, O=N[O-], [Na+], [Na+], [Na+], O=C([O-])[O-], O, O=[N+]([O-])O. Yields the product CCCCn1cnnc1CO. As a reaction SMILES: [CH2:9]([CH2:10][CH2:11][CH3:12])[n:13]1[c:14]([CH2:19][OH:20])[n:15][n:16][c:17]1[SH:18].[N:5]([O-:6])=[O:7].[Na+:21].[Na+:22].[Na+:8].[O-:23][C:24](=[O:25])[O-:26].[OH2:27].[OH:1][N+:2](=[O:3])[O-:4]>>[CH2:9]([CH2:10][CH2:11][CH3:12])[n:13]1[c:14]([CH2:19][OH:20])[n:15][n:16][cH:17]1. Starting materials: [N+](=O)([O-])C1=CC=C(COC(=O)N=C(C)N2CCN(CCC2)C(=O)[C@H]2N(C[C@H](C2)SC=2[C@@H]([C@H]3N(C2C(=O)OCC2=CC=C(C=C2)[N+](=O)[O-])C([C@@H]3[C@@H](C)O)=O)C)C(=O)OCC3=CC=C(C=C3)[N+](=O)[O-])C=C1 (4-nitrobenzyl (1R,5S,6S)-2-[(2S,4S)-2-(4-(N-4-nitrobenzyloxycarbonylacetimidoyl)homopiperazin-1-ylcarbonyl]-1-(4-nitrobenzyloxycarbonyl)pyrrolidin-4-ylthio]-6-[(1R)-1-hydroxyethyl]-1-methyl-1-carbapen-2-em-3-carboxylate). Solvent: O1CCCC1 (tetrahydrofuran), O (water). The product is C(C)(=N)N1CCN(CCC1)C(=O)[C@H]1NC[C@H](C1)SC=1[C@@H]([C@H]2N(C1C(=O)O)C([C@@H]2[C@@H](C)O)=O)C ((1R,5S,6S)-2-[(2S,4S)-2-(4-Acetimidoylhomopiperazin-1-ylcarbonyl)pyrrolidin-4-ylthio]-6-[(1R)-1-hydroxyethyl]-1-methyl-1-carbapen-2-em-3-carboxylic acid). Yield: 33.8%. RXN SMILES: [N+](C1C=CC(COC([N:12]=[C:13]([N:15]2[CH2:21][CH2:20][CH2:19][N:18]([C:22]([C@@H:24]3[CH2:28][C@H:27]([S:29][C:30]4[C@H:31]([CH3:54])[C@@H:32]5[C@@H:49]([C@H:50]([OH:52])[CH3:51])[C:48](=[O:53])[N:33]5[C:34]=4[C:35]([O:37]CC4C=CC([N+]([O-])=O)=CC=4)=[O:36])[CH2:26][N:25]3C(OCC3C=CC([N+]([O-])=O)=CC=3)=O)=[O:23])[CH2:17][CH2:16]2)[CH3:14])=O)=CC=1)([O-])=O>O1CCCC1.O>[C:13]([N:15]1[CH2:21][CH2:20][CH2:19][N:18]([C:22]([C@@H:24]2[CH2:28][C@H:27]([S:29][C:30]3[C@H:31]([CH3:54])[C@@H:32]4[C@@H:49]([C@H:50]([OH:52])[CH3:51])[C:48](=[O:53])[N:33]4[C:34]=3[C:35]([OH:37])=[O:36])[CH2:26][NH:25]2)=[O:23])[CH2:17][CH2:16]1)(=[NH:12])[CH3:14]. Procedure: 144 mg of 4-nitrobenzyl (1R,5S,6S)-2-[(2S,4S)-2-(4-(N-4-nitrobenzyloxycarbonylacetimidoyl)homopiperazin-1-ylcarbonyl]-1-(4-nitrobenzyloxycarbonyl)pyrrolidin-4-ylthio]-6-[(1R)-1-hydroxyethyl]-1-methyl-1-carbapen-2-em-3-carboxylate [prepared as described in step (a) above] were dissolved in 7.5 ml of a 2:1 by volume mixture of tetrahydrofuran and water, and were hydrogenated by bubbling hydrogen through the solution at room temperature for 1.5 hours in the presence of 375 mg of 10% w/w palladium-o... As a reaction SMILES: [CH3:1][O:2][C:3]1[CH:4]=[C:5]2[C:10](=[CH:11][C:12]=1[O:13][CH3:14])[N:9]=[CH:8][CH:7]=[C:6]2[O:15][C:16]1[CH:21]=[CH:20][C:19]([NH2:22])=[CH:18][CH:17]=1.ClC(Cl)(O[C:27](=[O:33])OC(Cl)(Cl)Cl)Cl.[F:35][C:36]1[C:42]([F:43])=[C:41]([F:44])[CH:40]=[CH:39][C:37]=1[NH2:38].C(=O)([O-])O.[Na+]>C1(C)C=CC=CC=1.C(N(CC)CC)C>[F:35][C:36]1[C:42]([F:43])=[C:41]([F:44])[CH:40]=[CH:39][C:37]=1[NH:38][C:27]([NH:22][C:19]1[CH:18]=[CH:17][C:16]([O:15][C:6]2[C:5]3[C:10](=[CH:11][C:12]([O:13][CH3:14])=[C:3]([O:2][CH3:1])[CH:4]=3)[N:9]=[CH:8][CH:7]=2)=[CH:21][CH:20]=1)=[O:33] |f:3.4|. Isolated yield 22.7%. Solvent: C1(=CC=CC=C1)C (toluene), C(C)N(CC)CC (triethylamine). Starting materials: C(O)([O-])=O.[Na+] (sodium hydrogen carbonate), COC=1C=C2C(=CC=NC2=CC1OC)OC1=CC=C(C=C1)N (6,7-Dimethoxy-4-(4-aminophenoxy)quinoline), FC1=C(N)C=CC(=C1F)F (2,3,4-Trifluoroaniline), ClC(Cl)(OC(OC(Cl)(Cl)Cl)=O)Cl (triphosgene). Yields the product FC1=C(C=CC(=C1F)F)NC(=O)NC1=CC=C(C=C1)OC1=CC=NC2=CC(=C(C=C12)OC)OC (N-(2,3,4-Trifluorophenyl)-N'-{4-[(6,7-dimethoxy-4-quinolyl)oxy]phenyl}urea). Procedure details: 6,7-Dimethoxy-4-(4-aminophenoxy)quinoline (50 mg) was dissolved in toluene (5 ml) with heat, after the addition of triethylamine (1 ml), triphosgene (55 mg) was added, and the admixture was refluxed with heat for 3 minutes. 2,3,4-Trifluoroaniline (75 mg) was added to the reaction mixture, and the admixture was refluxed with heat for 20 minutes. After the addition of aqueous sodium hydrogen carbonate, the reaction mixture was extracted 2 times with ethyl acetate, and the organic layer was then wa... As a reaction SMILES: [CH3:1][N:2]([CH3:6])[C:3](Cl)=[S:4].[CH3:7][O:8][C:9]1[C:10]([OH:17])=[C:11]([CH:14]=[CH:15][CH:16]=1)[CH:12]=[O:13].[OH-].[K+]>O1CCCC1.O>[CH3:1][N:2]([CH3:6])[C:3]([O:17][C:10]1[C:9]([O:8][CH3:7])=[CH:16][CH:15]=[CH:14][C:11]=1[CH:12]=[O:13])=[S:4] |f:2.3|. Yield: 54.3%. Procedure: A solution of N,N-dimethylthiocarbamoyl chloride (10 g) in tetrahydrofuran (40 ml) was added dropwise at <12° C. over 30 minutes to a stirred solution of 3-methoxy-2-hydroxybenzaldehyde (12.3 g) and potassium hydroxide (4.6 g) in water (105 ml) then the mixture was stirred at ambient temperature for 15 minutes. 10% Aqueous potassium hydroxide solution (30 ml) was added, then the product was extracted into toluene (3×150 ml). The combined extracts were washed with water (150 ml) then dried (MgSO4... Reactants: [OH-].[K+] (potassium hydroxide), CN(C(=S)Cl)C (N,N-dimethylthiocarbamoyl chloride), COC=1C(=C(C=O)C=CC1)O (3-methoxy-2-hydroxybenzaldehyde), [OH-].[K+] (potassium hydroxide). Solvent: O1CCCC1 (tetrahydrofuran), O (water). Run at time 15 minute. Product: CN(C(=S)OC1=C(C=O)C=CC=C1OC)C (2-(N,N-dimethylthiocarbamoyloxy)-3-methoxybenzaldehyde).